This data is from the Open Reaction Database (ORD), a public repository of structured organic reaction records. The task is: describe an organic reaction: reactants, conditions, products, and yield Starting materials: C(#C)C1(CN2CCC1CC2)O (3-ethynyl-3-quinuclidinol), C([C@@H](O)[C@H](O)C(=O)O)(=O)O (D-(−)-tartaric acid). Product: C(#C)[C@@]1(CN2CCC1CC2)O ((3s)-3-Ethynyl-3-quinuclidinol). RXN SMILES: [C:1]([C:3]1([OH:11])[CH:8]2[CH2:9][CH2:10][N:5]([CH2:6][CH2:7]2)[CH2:4]1)#[CH:2].C(O)(=O)[C@H]([C@@H](C(O)=O)O)O>>[C:1]([C@@:3]1([OH:11])[CH:8]2[CH2:9][CH2:10][N:5]([CH2:6][CH2:7]2)[CH2:4]1)#[CH:2]. Procedure details: The title compound was synthesized from 3-ethynyl-3-quinuclidinol in the same manner as in Production Example 29 using D-(−)-tartaric acid was used as an optical resolution agent.